Dataset: the Open Reaction Database (ORD), a public repository of structured organic reaction records. Task: describe an organic reaction: reactants, conditions, products, and yield Reactants: CC(=O)c1cc2c(c(CCl)c1O)CCCC2, CCO, Cl, [K+], [OH-], O. The product is CC(=O)c1cc2c(c(CO)c1O)CCCC2. As a reaction SMILES: [C:1]([CH3:2])(=[O:3])[c:4]1[c:5]([OH:16])[c:6]([CH2:14][Cl:15])[c:7]2[c:12]([cH:13]1)[CH2:11][CH2:10][CH2:9][CH2:8]2.[CH3:20][CH2:21][OH:22].[ClH:19].[K+:18].[OH-:17].[OH2:23]>>[C:1]([CH3:2])(=[O:3])[c:4]1[c:5]([OH:16])[c:6]([CH2:14][OH:17])[c:7]2[c:12]([cH:13]1)[CH2:11][CH2:10][CH2:9][CH2:8]2. Starting materials: CCO, CCO, Cl, Nc1c(Cl)cc(C(O)CN(CCCCCOCCc2ccccc2)Cc2ccccc2)cc1C(F)(F)F, O=[Pd]. Product: Nc1c(Cl)cc(C(O)CNCCCCCOCCc2ccccc2)cc1C(F)(F)F. As a reaction SMILES: [CH2:38]([OH:39])[CH3:40].[CH3:42][CH2:43][OH:44].[ClH:41].[NH2:1][c:2]1[c:3]([Cl:37])[cH:4][c:5]([CH:12]([OH:13])[CH2:14][N:15]([CH2:16][c:17]2[cH:18][cH:19][cH:20][cH:21][cH:22]2)[CH2:23][CH2:24][CH2:25][CH2:26][CH2:27][O:28][CH2:29][CH2:30][c:31]2[cH:32][cH:33][cH:34][cH:35][cH:36]2)[cH:6][c:7]1[C:8]([F:9])([F:10])[F:11].[Pd:45]=[O:46]>>[NH2:1][c:2]1[c:3]([Cl:37])[cH:4][c:5]([CH:12]([OH:13])[CH2:14][NH:15][CH2:23][CH2:24][CH2:25][CH2:26][CH2:27][O:28][CH2:29][CH2:30][c:31]2[cH:32][cH:33][cH:34][cH:35][cH:36]2)[cH:6][c:7]1[C:8]([F:9])([F:10])[F:11].